This data is from the Open Reaction Database (ORD), a public repository of structured organic reaction records. The task is: describe an organic reaction: reactants, conditions, products, and yield Starting materials: C(C)OC(C(CC1=C(C=C(C=C1)OCC=1N=C(SC1C)C1=CC=CC=C1)C)OCC)=O ([rac]-2-ethoxy-3-[2-methyl-4-(5-methyl-2-phenyl-thiazol-4-ylmethoxy)-phenyl]-propionic acid ethyl ester), [Li+].[OH-] (LiOH). As a reaction SMILES: C([O:3][C:4](=[O:31])[CH:5]([O:28][CH2:29][CH3:30])[CH2:6][C:7]1[CH:12]=[CH:11][C:10]([O:13][CH2:14][C:15]2[N:16]=[C:17]([C:21]3[CH:26]=[CH:25][CH:24]=[CH:23][CH:22]=3)[S:18][C:19]=2[CH3:20])=[CH:9][C:8]=1[CH3:27])C.[Li+].[OH-]>>[CH2:29]([O:28][CH:5]([CH2:6][C:7]1[CH:12]=[CH:11][C:10]([O:13][CH2:14][C:15]2[N:16]=[C:17]([C:21]3[CH:26]=[CH:25][CH:24]=[CH:23][CH:22]=3)[S:18][C:19]=2[CH3:20])=[CH:9][C:8]=1[CH3:27])[C:4]([OH:31])=[O:3])[CH3:30] |f:1.2|. Product: C(C)OC(C(=O)O)CC1=C(C=C(C=C1)OCC=1N=C(SC1C)C1=CC=CC=C1)C ([rac]-2-ethoxy-3-[2-methyl-4-(5-methyl-2-phenyl-thiazol-4-ylmethoxy)-phenyl]-propionic acid). Reported procedure: In analogy to the procedure described in example 10 d], [rac]-2-ethoxy-3-[2-methyl-4-(5-methyl-2-phenyl-thiazol-4-ylmethoxy)-phenyl]-propionic acid ethyl ester was treated with LiOH to obtain [rac]-2-ethoxy-3-[2-methyl-4-(5-methyl-2-phenyl-thiazol-4-ylmethoxy)-phenyl]-propionic acid as colorless liquid. Starting materials: C1(CCCCC1)N=C=NC1CCCCC1 (N,N′-dicyclohexylcarbodiimide), NC=1C(=NC(=CC1)C=1N=C(NC1C1=C(C=C(C=C1)F)F)C1CC1)O (3-amino-6-[2-cyclopropyl-5-(2,4-difluorophenyl)-1H-imidazol-4-yl]pyridin-2-ol), N(=C=S)[C@H](CCOC)C ((3S)-3-isothiocyanato-1-methoxy-butane), C1(CCCCC1)N=C=NC1CCCCC1 (N,N′-dicyclohexylcarbodiimide), C1(CCCCC1)N=C=NC1CCCCC1 (N,N′-dicyclohexyl-carbodiimide). The solvent is C(C)O (ethanol). Run at temperature 85 celsius, time 16 hour. Product: C1(CC1)C=1NC(=C(N1)C1=CC=C2C(=N1)OC(=N2)N[C@H](CCOC)C)C2=C(C=C(C=C2)F)F (5-[2-Cyclopropyl-5-(2,4-difluorophenyl)-1H-imidazol-4-yl]-N-[(1S)-3-methoxy-1-methyl-propyl]oxazolo[5,4-b]pyridin-2-amine). Isolated yield 16.0%. Reaction SMILES: [NH2:1][C:2]1[C:3]([OH:24])=[N:4][C:5]([C:8]2[N:9]=[C:10]([CH:21]3[CH2:23][CH2:22]3)[NH:11][C:12]=2[C:13]2[CH:18]=[CH:17][C:16]([F:19])=[CH:15][C:14]=2[F:20])=[CH:6][CH:7]=1.[N:25]([C@@H:28]([CH3:33])[CH2:29][CH2:30][O:31][CH3:32])=[C:26]=S.C1(N=C=NC2CCCCC2)CCCCC1>C(O)C>[CH:21]1([C:10]2[NH:11][C:12]([C:13]3[CH:18]=[CH:17][C:16]([F:19])=[CH:15][C:14]=3[F:20])=[C:8]([C:5]3[N:4]=[C:3]4[O:24][C:26]([NH:25][C@@H:28]([CH3:33])[CH2:29][CH2:30][O:31][CH3:32])=[N:1][C:2]4=[CH:7][CH:6]=3)[N:9]=2)[CH2:22][CH2:23]1. Procedure: A KIMAX® tube is charged with 3-amino-6-[2-cyclopropyl-5-(2,4-difluorophenyl)-1H-imidazol-4-yl]pyridin-2-ol (0.7 g, 2.13 mmol) and ethanol (7 mL). (3S)-3-isothiocyanato-1-methoxy-butane (0.46 g, 3.2 mmol) is added, the flask sealed, and the mixture is heated to 85° C. After 16 h, N,N′-dicyclohexylcarbodiimide (0.88 g, 4.26 mmol) is added and the mixture is stirred for 4 h at 85° C. in the sealed tube. After this time, additional N,N′-dicyclohexylcarbodiimide (0.44 g, 2.13 mmol) is added to the m... The reactants are CC=1C=C2C(C(NC2=CC1)=S)C (5-methyl-3-methylthiooxindole), ClN1C(CCC1=O)=O (N-chlorosuccinimide). The solvent is C(Cl)(Cl)(Cl)Cl (carbon tetrachloride). Yields the product ClC1(C(NC2=CC=C(C=C12)C)=S)C (3-chloro-5-methyl-3-methylthiooxindole). As a reaction SMILES: [CH3:1][C:2]1[CH:3]=[C:4]2[C:8](=[CH:9][CH:10]=1)[NH:7][C:6](=[S:11])[CH:5]2[CH3:12].[Cl:13]N1C(=O)CCC1=O>C(Cl)(Cl)(Cl)Cl>[Cl:13][C:5]1([CH3:12])[C:4]2[C:8](=[CH:9][CH:10]=[C:2]([CH3:1])[CH:3]=2)[NH:7][C:6]1=[S:11]. Reported procedure: A solution of 5-methyl-3-methylthiooxindole (1.00 g, 0.0052 mol) and N-chlorosuccinimide (700 mg, 0.0053 mol) in carbon tetrachloride (100 ml) was stirred at room temperature for 1 hour. The precipitate was removed by filtration and the filtrate was evaporated to give the crude 3-chloro-5-methyl-3-methylthiooxindole, which was dissolved in tetrahydrofuran (20 ml) and added to a vigorously stirred slurry of red mercuric oxide (1.13 g, 0.0052 mol) and boron trifluoride etherate (745 mg, 0.0052 mol... RXN SMILES: [CH3:1][C:2]1[CH:7]=[CH:6][N:5]2[CH:8]=[C:9]([C:11]3[CH:16]=[CH:15][C:14]([NH2:17])=[CH:13][CH:12]=3)[N:10]=[C:4]2[CH:3]=1.[CH3:18][N:19]=[C:20]=[S:21].O>CS(C)=O>[CH3:1][C:2]1[CH:7]=[CH:6][N:5]2[CH:8]=[C:9]([C:11]3[CH:16]=[CH:15][C:14]([NH:17][C:20]([NH:19][CH3:18])=[S:21])=[CH:13][CH:12]=3)[N:10]=[C:4]2[CH:3]=1. Product: CC1=CC=2N(C=C1)C=C(N2)C2=CC=C(C=C2)NC(=S)NC (7-methyl-2-[4-(3-methylthioureido)-phenyl]imidazo[1,2-a]pyridine). Procedure: A solution of 7-methyl-2-(4-aminophenyl)imidazo-[1,2-a]pyridine (14.9 g) and methyl isothiocyanate (6.4 g) in dimethyl sulfoxide (400 ml) was stirred at 50° C. for 10 hours. The reaction mixture was poured into water (1 l) and the resultant precipitate was collected by filtration, washed with water and ethyl acetate successively and dried over phosphorus pentoxide to give 7-methyl-2-[4-(3-methylthioureido)-phenyl]imidazo[1,2-a]pyridine (16.2 g). The yield is 81.9%. Run in CS(=O)C (dimethyl sulfoxide). Reactants: CC1=CC=2N(C=C1)C=C(N2)C2=CC=C(C=C2)N (7-methyl-2-(4-aminophenyl)imidazo-[1,2-a]pyridine), CN=C=S (methyl isothiocyanate), O (water). Reactants: C(C)(=O)O[C@@H]1CC2=CC[C@H]3[C@@H]4CC[C@@H]([C@@]4(C)CC[C@@H]3[C@]2([C@@H](C1)C)COC(C)=O)OC(C)=O (1β-methyl-5-androstene-3β,17β,19-triol triacetate), C(C)(=O)O[C@@H]1CC2=C(C[C@H]3[C@@H]4CC[C@@H]([C@@]4(C)CC[C@@H]3[C@]2([C@@H](C1)C)COC(C)=O)OC(C)=O)C (1β,6-dimethyl-5-androstene-3β,17β,19-triol triacetate), C(C)(=O)O[C@@H]1CC2=C[C@H]([C@H]3[C@@H]4CC[C@@H]([C@@]4(C)CC[C@@H]3[C@]2([C@@H](C1)C)CO)OC(C)=O)C (1β,7α-dimethyl-5-androstene-3β,17β,19-triol 3,17-diacetate), C(C)(=O)O[C@@H]1CC2=CC[C@H]3[C@@H]4CC[C@@H]([C@@]4(C)CC[C@@H]3[C@]2([C@@H](C1)C)CO)OC(C)=O (1β-methyl-5-androstene-3β,17β,19-triol 3,17-diacetate). The product is C(C)(=O)O[C@@H]1C[C@@H]2C[C@H]([C@H]3[C@@H]4CC[C@@H]([C@@]4(C)CC[C@@H]3[C@]2([C@@H](C1)C)CO)OC(C)=O)C (1β,7α-dimethyl-5α-androstane-3β,17β,19-triol 3,17-diacetate), C(C)(=O)O[C@@H]1C[C@@H]2CC[C@H]3[C@@H]4CC[C@@H]([C@@]4(C)CC[C@@H]3[C@]2([C@@H](C1)C)COC(C)=O)OC(C)=O (1β-methyl-5α-androstane-3β,17β,19-triol triacetate), C(C)(=O)O[C@@H]1C[C@@H]2[C@@H](C[C@H]3[C@@H]4CC[C@@H]([C@@]4(C)CC[C@@H]3[C@]2([C@@H](C1)C)COC(C)=O)OC(C)=O)C (1β,6β-dimethyl-5α-androstane-3β,17β,19-triol triacetate). As a reaction SMILES: [C:1]([O:4][C@H:5]1[CH2:22][C@@H:21]([CH3:23])[C@@:20]2([CH2:24][OH:25])[C:7](=[CH:8][C@@H:9]([CH3:30])[C@@H:10]3[C@@H:19]2[CH2:18][CH2:17][C@@:15]2([CH3:16])[C@H:11]3[CH2:12][CH2:13][C@@H:14]2[O:26][C:27](=[O:29])[CH3:28])[CH2:6]1)(=[O:3])[CH3:2].[C:31]([O:34][C@H:35]1[CH2:52][C@@H:51]([CH3:53])[C@@:50]2([CH2:54][O:55][C:56](=[O:58])[CH3:57])[C:37](=[CH:38][CH2:39][C@@H:40]3[C@@H:49]2[CH2:48][CH2:47][C@@:45]2([CH3:46])[C@H:41]3[CH2:42][CH2:43][C@@H:44]2[O:59][C:60](=[O:62])[CH3:61])[CH2:36]1)(=[O:33])[CH3:32].[C:63]([O:66][C@H:67]1[CH2:84][C@@H:83]([CH3:85])[C@@:82]2([CH2:86][O:87][C:88](=[O:90])[CH3:89])[C:69](=[C:70]([CH3:95])[CH2:71][C@@H:72]3[C@@H:81]2[CH2:80][CH2:79][C@@:77]2([CH3:78])[C@H:73]3[CH2:74][CH2:75][C@@H:76]2[O:91][C:92](=[O:94])[CH3:93])[CH2:68]1)(=[O:65])[CH3:64].C(O[C@H]1C[C@@H](C)[C@@]2(CO)C(=CC[C@@H]3[C@@H]2CC[C@@]2(C)[C@H]3CC[C@@H]2OC(=O)C)C1)(=O)C>>[C:1]([O:4][C@H:5]1[CH2:22][C@@H:21]([CH3:23])[C@@:20]2([CH2:24][OH:25])[C@@H:7]([CH2:8][C@@H:9]([CH3:30])[C@@H:10]3[C@@H:19]2[CH2:18][CH2:17][C@@:15]2([CH3:16])[C@H:11]3[CH2:12][CH2:13][C@@H:14]2[O:26][C:27](=[O:29])[CH3:28])[CH2:6]1)(=[O:3])[CH3:2].[C:31]([O:34][C@H:35]1[CH2:52][C@@H:51]([CH3:53])[C@@:50]2([CH2:54][O:55][C:56](=[O:58])[CH3:57])[C@@H:37]([CH2:38][CH2:39][C@@H:40]3[C@@H:49]2[CH2:48][CH2:47][C@@:45]2([CH3:46])[C@H:41]3[CH2:42][CH2:43][C@@H:44]2[O:59][C:60](=[O:62])[CH3:61])[CH2:36]1)(=[O:33])[CH3:32].[C:63]([O:66][C@H:67]1[CH2:84][C@@H:83]([CH3:85])[C@@:82]2([CH2:86][O:87][C:88](=[O:90])[CH3:89])[C@@H:69]([C@H:70]([CH3:95])[CH2:71][C@@H:72]3[C@@H:81]2[CH2:80][CH2:79][C@@:77]2([CH3:78])[C@H:73]3[CH2:74][CH2:75][C@@H:76]2[O:91][C:92](=[O:94])[CH3:93])[CH2:68]1)(=[O:65])[CH3:64]. Reported procedure: Substituting 1β,7α-dimethyl-5-androstene-3β,17β,19-triol 3,17-diacetate, 1β-methyl-5-androstene-3β,17β,19-triol triacetate and 1β,6-dimethyl-5-androstene-3β,17β,19-triol triacetate for the 1β-methyl-5-androstene-3β,17β,19-triol 3,17-diacetate above results in the preparation of 1β,7α-dimethyl-5α-androstane-3β,17β,19-triol 3,17-diacetate, 1β-methyl-5α-androstane-3β,17β,19-triol triacetate and 1β,6β-dimethyl-5α-androstane-3β,17β,19-triol triacetate, respectively. The reactants are [H-], [H][H], [Na+], CN(C)C=O, Oc1ccc(CBr)cc1, CCOC(=O)CCS. Product: CCOC(=O)CC[SH](C)c1ccc(O)cc1. Reaction SMILES: [H-:2].[H:11][H:12].[Na+:1].[O:22]=[CH:23][N:24]([CH3:25])[CH3:26].[OH:13][c:14]1[cH:15][cH:16][c:17]([CH2:18][Br:19])[cH:20][cH:21]1.[SH:3][CH2:4][CH2:5][C:6](=[O:7])[O:8][CH2:9][CH3:10]>>[SH:3]([CH2:4][CH2:5][C:6](=[O:7])[O:8][CH2:9][CH3:10])([c:17]1[cH:16][cH:15][c:14]([OH:13])[cH:21][cH:20]1)[CH3:23]. Reactants: OC1CC2CC(Cc3ccccn3)C1C2, CC(C)(C)[O-], CCCSc1nsnc1Cl, [K+], C1CCOC1. The product is CCCSc1nsnc1OC1CC2CC(Cc3ccccn3)C1C2. Reaction SMILES: [CH2:7]([c:8]1[n:9][cH:10][cH:11][cH:12][cH:13]1)[CH:14]1[CH:15]2[CH:16]([OH:21])[CH2:17][CH:18]([CH2:19]1)[CH2:20]2.[CH3:1][C:2]([CH3:3])([O-:4])[CH3:5].[Cl:22][c:23]1[n:24][s:25][n:26][c:27]1[S:28][CH2:29][CH2:30][CH3:31].[K+:6].[O:32]1[CH2:33][CH2:34][CH2:35][CH2:36]1>>[CH2:7]([c:8]1[n:9][cH:10][cH:11][cH:12][cH:13]1)[CH:14]1[CH:15]2[CH:16]([O:21][c:23]3[n:24][s:25][n:26][c:27]3[S:28][CH2:29][CH2:30][CH3:31])[CH2:17][CH:18]([CH2:19]1)[CH2:20]2. The reactants are COC1=CC=C(C(=O)C(C(=O)OCC)=CC=2OC(=CC2)C)C=C1 (ethyl 2-(4-methoxybenzoyl)-3-(5-methylfuran-2-yl)acrylate), NC1=NNC(=C1)C (3-amino-5-methyl-pyrazole), C(#N)C1=C(C(=O)C(=C(C1=O)Cl)Cl)C#N (DDQ), C(=O)(O)[O-].[Na+] (NaHCO3). Solvent: CCCCO (n-BuOH), C1CCOC1 (THF). Reaction conditions: time 1 hour. Yields the product COC1=CC=C(C=C1)C1=C(C(=C2C(=N1)NN=C2C)C=2OC(=CC2)C)C(=O)OCC (ethyl 6-(4-methoxyphenyl)-3-methyl-4-(5-methylfuran-2-yl)-1H-pyrazolo[3,4-b]pyridine-5-carboxylate). The yield is 15.5%. Reaction SMILES: [CH3:1][O:2][C:3]1[CH:23]=[CH:22][C:6]([C:7]([C:9](=[CH:15][C:16]2[O:17][C:18]([CH3:21])=[CH:19][CH:20]=2)[C:10]([O:12][CH2:13][CH3:14])=[O:11])=O)=[CH:5][CH:4]=1.[NH2:24][C:25]1[CH:29]=[C:28]([CH3:30])[NH:27][N:26]=1.C(C1C(=O)C(Cl)=C(Cl)C(=O)C=1C#N)#N.C([O-])(O)=O.[Na+]>CCCCO.C1COCC1>[CH3:1][O:2][C:3]1[CH:23]=[CH:22][C:6]([C:7]2[N:24]=[C:25]3[NH:26][N:27]=[C:28]([CH3:30])[C:29]3=[C:15]([C:16]3[O:17][C:18]([CH3:21])=[CH:19][CH:20]=3)[C:9]=2[C:10]([O:12][CH2:13][CH3:14])=[O:11])=[CH:5][CH:4]=1 |f:3.4|. Procedure details: A mixture of 0.76 g (2.41 mmol) of ethyl 2-(4-methoxybenzoyl)-3-(5-methylfuran-2-yl)acrylate and of 0.23 g (2.41 mmol) of 3-amino-5-methyl-pyrazole is heated to 140° C. in 6 ml of n-BuOH for 24 h. The mixture is then cooled to room temperature and 0.55 g (2.4 mmol) of DDQ in 6 ml of THF is added. The mixture is stirred at room temperature for 1 h. The mixture is then poured onto a saturated solution of NaHCO3 then extracted with ethyl acetate. The organic phase is washed in a saturated solution ... The reactants are Cl (HCl), C(C)OC(C(CS(=O)(=O)N(C)C)CC1=CC=CC=C1)=O (2-benzyl-3-dimethylaminosulphonyl-propionic acid ethyl ester), CO (methanol), [OH-].[Na+] (NaOH). The solvent is O (water). Conditions: time 16 hour. Product: C(C1=CC=CC=C1)C(C(=O)O)CS(=O)(=O)N(C)C (2-benzyl-3-dimethylaminosulphonyl-propionic acid). Reaction SMILES: C([O:3][C:4](=[O:20])[CH:5]([CH2:13][C:14]1[CH:19]=[CH:18][CH:17]=[CH:16][CH:15]=1)[CH2:6][S:7]([N:10]([CH3:12])[CH3:11])(=[O:9])=[O:8])C.CO.[OH-].[Na+].Cl>O>[CH2:13]([CH:5]([CH2:6][S:7]([N:10]([CH3:12])[CH3:11])(=[O:9])=[O:8])[C:4]([OH:20])=[O:3])[C:14]1[CH:15]=[CH:16][CH:17]=[CH:18][CH:19]=1 |f:2.3|. Procedure: A mixture of 299 mg of 2-benzyl-3-dimethylaminosulphonyl-propionic acid ethyl ester, 1 ml of methanol, 2 ml of water and 0.42 ml of 1H NaOH is stirred for 16 hours at room temperature, then neutralise with 0.42 ml of 1N HCl and extracted with ethyl acetate. The organic extracts are washed with water, dried, concentrated by evaporation and purified by chromatography on silica gel with eluant I. Rf (J)=0.48. Reactants: BrC=1C=CC(=C(CNC(OC)=O)C1)Cl (methyl N-(5-bromo-2-chlorobenzyl)carbamate), N1CCCCC1 (piperidine), [Cl-].[Na+] (sodium chloride), CC(C#C)(C)C (3,3-dimethyl-1-butyne). Reagents/catalysts: C=1C=CC(=CC1)[P](C=2C=CC=CC2)(C=3C=CC=CC3)[Pd]([P](C=4C=CC=CC4)(C=5C=CC=CC5)C=6C=CC=CC6)([P](C=7C=CC=CC7)(C=8C=CC=CC8)C=9C=CC=CC9)[P](C=1C=CC=CC1)(C=1C=CC=CC1)C=1C=CC=CC1 (tetrakis(triphenylphosphine)palladium), [Cu]I (copper(I) iodide). Run in C1(=CC=CC=C1)C (toluene). Run at temperature 90 celsius, time 1 hour. Product: ClC1=C(CNC(OC)=O)C=C(C=C1)C#CC(C)(C)C (methyl N-[2-chloro-5-(3,3-dimethyl-1-butynyl)benzyl]carbamate). The yield is 79.6%. As a reaction SMILES: Br[C:2]1[CH:3]=[CH:4][C:5]([Cl:14])=[C:6]([CH:13]=1)[CH2:7][NH:8][C:9](=[O:12])[O:10][CH3:11].N1CCCCC1.[CH3:21][C:22]([CH3:26])([CH3:25])[C:23]#[CH:24].[Cl-].[Na+]>C1C=CC([P]([Pd]([P](C2C=CC=CC=2)(C2C=CC=CC=2)C2C=CC=CC=2)([P](C2C=CC=CC=2)(C2C=CC=CC=2)C2C=CC=CC=2)[P](C2C=CC=CC=2)(C2C=CC=CC=2)C2C=CC=CC=2)(C2C=CC=CC=2)C2C=CC=CC=2)=CC=1.[Cu]I.C1(C)C=CC=CC=1>[Cl:14][C:5]1[CH:4]=[CH:3][C:2]([C:24]#[C:23][C:22]([CH3:26])([CH3:25])[CH3:21])=[CH:13][C:6]=1[CH2:7][NH:8][C:9](=[O:12])[O:10][CH3:11] |f:3.4,^1:32,34,53,72|. Procedure details: In a nitrogen atmosphere, 1.00 g of methyl N-(5-bromo-2-chlorobenzyl)carbamate, 0.20 g of tetrakis(triphenylphosphine)palladium, 0.07 g of copper(I) iodide and 10 ml of piperidine were added to 40 ml of toluene. To this mixed solution, 0.60 g of 3,3-dimethyl-1-butyne was added at 90° C., followed by stirring at 90° C. for 1 hour. The reaction solution was poured into a saturated sodium chloride aqueous solution and extracted with ethyl acetate, followed by drying over anhydrous magnesium sulfate...